This data is from the Open Reaction Database (ORD), a public repository of structured organic reaction records. The task is: describe an organic reaction: reactants, conditions, products, and yield Starting materials: FC=1C=C(C=CC1)N=C=O (3-Fluorophenyl isocyanate), NC=1C(=CC(=C(C1)C=1C(N(C2=CC(=NC=C2C1)N(C)CC1=CC=C(C=C1)OC)CC)=O)F)F (3-(5-amino-2,4-difluoro-phenyl)-1-ethyl-7-[(4-methoxy-benzyl)-methyl-amino]-1H-[1,6]naphthyridin-2-one), [N-]=C=O (isocyanate). Solvent: CCOC(=O)C (EtOAc), C1CCOC1 (THF). Conditions: time 8 hour. Yields the product COC1=CC=C(CN(C2=NC=C3C=C(C(N(C3=C2)CC)=O)C=2C(=CC(=C(C2)NC(=O)NC2=CC(=CC=C2)F)F)F)C)C=C1 (1-(5-(7-((4-methoxybenzyl)(methyl)amino)-1-ethyl-2-oxo-1,2-dihydro-1,6-naphthyridin-3-yl)-2,4-difluorophenyl)-3-(3-fluorophenyl)urea). The yield is 79.3%. As a reaction SMILES: [F:1][C:2]1[CH:3]=[C:4]([N:8]=[C:9]=[O:10])[CH:5]=[CH:6][CH:7]=1.[NH2:11][C:12]1[C:13]([F:43])=[CH:14][C:15]([F:42])=[C:16]([C:18]2[C:19](=[O:41])[N:20]([CH2:39][CH3:40])[C:21]3[C:26]([CH:27]=2)=[CH:25][N:24]=[C:23]([N:28]([CH2:30][C:31]2[CH:36]=[CH:35][C:34]([O:37][CH3:38])=[CH:33][CH:32]=2)[CH3:29])[CH:22]=3)[CH:17]=1.[N-]=C=O>C1COCC1.CCOC(C)=O>[CH3:38][O:37][C:34]1[CH:33]=[CH:32][C:31]([CH2:30][N:28]([CH3:29])[C:23]2[CH:22]=[C:21]3[C:26]([CH:27]=[C:18]([C:16]4[C:15]([F:42])=[CH:14][C:13]([F:43])=[C:12]([NH:11][C:9]([NH:8][C:4]5[CH:5]=[CH:6][CH:7]=[C:2]([F:1])[CH:3]=5)=[O:10])[CH:17]=4)[C:19](=[O:41])[N:20]3[CH2:39][CH3:40])=[CH:25][N:24]=2)=[CH:36][CH:35]=1. Procedure: 3-Fluorophenyl isocyanate (81 mg, 0.444 mmol) was added to a solution of Example A7 (200 mg, 0.444 mmol) in THF (5 mL) and the mixture was stirred at RT overnight. The reaction was treated with additional isocyanate (10 mg) and stirred at RT for a further 4 h. The mixture was diluted with EtOAc, washed successively with water, satd. NaHCO3, and brine, dried (Na2SO4), concentrated in vacuo, purified by reverse phase chromatography (MeCN/water with 0.1% TFA) and partially concentrated to give an a... Starting materials: Brc1ccc2c(c1)CCCN2, O=C([O-])O, Cc1ccccc1, CCOC(C)=O, O=C(Cl)CCl, [Na+]. Yields the product O=C(CCl)N1CCCc2cc(Br)ccc21. Reaction SMILES: [Br:1][c:2]1[cH:3][c:4]2[c:9]([cH:10][cH:11]1)[NH:8][CH2:7][CH2:6][CH2:5]2.[C:17](=[O:18])([OH:19])[O-:20].[CH3:22][c:23]1[cH:24][cH:25][cH:26][cH:27][cH:28]1.[CH3:29][CH2:30][O:31][C:32](=[O:33])[CH3:34].[Cl:12][CH2:13][C:14](=[O:15])[Cl:16].[Na+:21]>>[Br:1][c:2]1[cH:3][c:4]2[c:9]([cH:10][cH:11]1)[N:8]([C:14]([CH2:13][Cl:12])=[O:15])[CH2:7][CH2:6][CH2:5]2.